From a dataset of the Open Reaction Database (ORD), a public repository of structured organic reaction records. describe an organic reaction: reactants, conditions, products, and yield Starting materials: N1CCOCC1 (morpholine), C(C)(C)(C)SSC[C@@H](C(NCCCC[C@@H]1NC([C@@H](N(C(COC([C@@H](NC([C@@H](N(C([C@@H](NC([C@@H](N(C(CN(C([C@@H](NC([C@@H](N(C1=O)C)CC(C)C)=O)CC1=CC=CC=C1)=O)C)=O)C)CC1=CC=CC=C1)=O)C)=O)C)C)=O)CC1=CC=CC=C1)=O)=O)C)CC1=CC=CC=C1)=O)=O)NC(OCC=C)=O (allyl (R)-3-(tert-butyldisulfanyl)-1-oxo-1-(4-((5S,8S,11S,14S,20S,23S,26S,29S)-5,14,20,29-tetrabenzyl-11-isobutyl-4,10,16,19,23,25,26-heptamethyl-3,6,9,12,15,18,21,24,27,30-decaoxo-1-oxa-4,7,10,13,16,19,22,25,28-nonaazacyclotriacontan-8-yl)butylamino)propan-2-ylcarbamate), C(C)(C)(C)SSC[C@@H](C(NCCCC[C@@H]1NC([C@@H](N(C(COC([C@@H](NC([C@@H](N(C([C@@H](NC([C@@H](N(C(CN(C([C@@H](NC([C@@H](N(C1=O)C)CC(C)C)=O)CC1=CC=CC=C1)=O)C)=O)C)CC1=CC=CC=C1)=O)C)=O)C)C)=O)CC1=CC=CC=C1)=O)=O)C)CC1=CC=CC=C1)=O)=O)NC(OCC=C)=O (allyl (R)-3-(tert-butyldisulfanyl)-1-oxo-1-(4-((5S,8S,11S,14S,20S,23S,26S,29S)-5,14,20,29-tetrabenzyl-11-isobutyl-4,10,16,19,23,25,26-heptamethyl-3,6,9,12,15,18,21,24,27,30-decaoxo-1-oxa-4,7,10,13,16,19,22,25,28-nonaazacyclotriacontan-8-yl)butylamino)propan-2-ylcarbamate). The reagents and catalysts are C=1C=CC(=CC1)[P](C=2C=CC=CC2)(C=3C=CC=CC3)[Pd]([P](C=4C=CC=CC4)(C=5C=CC=CC5)C=6C=CC=CC6)([P](C=7C=CC=CC7)(C=8C=CC=CC8)C=9C=CC=CC9)[P](C=1C=CC=CC1)(C=1C=CC=CC1)C=1C=CC=CC1 (Tetrakis(triphenylphosphine)palladium(0)). Run in C1CCOC1 (THF). Reaction conditions: temperature 30 celsius, time 4 hour. The product is N[C@H](C(=O)NCCCC[C@@H]1NC([C@@H](N(C(COC([C@@H](NC([C@@H](N(C([C@@H](NC([C@@H](N(C(CN(C([C@@H](NC([C@@H](N(C1=O)C)CC(C)C)=O)CC1=CC=CC=C1)=O)C)=O)C)CC1=CC=CC=C1)=O)C)=O)C)C)=O)CC1=CC=CC=C1)=O)=O)C)CC1=CC=CC=C1)=O)CSSC(C)(C)C ((R)-2-amino-3-(tert-butyldisulfanyl)-N-(4-((5S,8S,11S,14S,20S,23S,26S,29S)-5,14,20,29-tetrabenzyl-11-isobutyl-4,10,16,19,23,25,26-heptamethyl-3,6,9,12,15,18,21,24,27,30-decaoxo-1-oxa-4,7,10,13,16,19,22,25,28-nonaazacyclotriacontan-8-yl)butyl)propanamide). As a reaction SMILES: N1CCOCC1.[C:7]([S:11][S:12][CH2:13][C@H:14]([NH:101]C(=O)OCC=C)[C:15](=[O:100])[NH:16][CH2:17][CH2:18][CH2:19][CH2:20][C@H:21]1[C:50](=[O:51])[N:49]([CH3:52])[C@@H:48]([CH2:53][CH:54]([CH3:56])[CH3:55])[C:47](=[O:57])[NH:46][C@@H:45]([CH2:58][C:59]2[CH:64]=[CH:63][CH:62]=[CH:61][CH:60]=2)[C:44](=[O:65])[N:43]([CH3:66])[CH2:42][C:41](=[O:67])[N:40]([CH3:68])[C@@H:39]([CH2:69][C:70]2[CH:75]=[CH:74][CH:73]=[CH:72][CH:71]=2)[C:38](=[O:76])[NH:37][C@@H:36]([CH3:77])[C:35](=[O:78])[N:34]([CH3:79])[C@@H:33]([CH3:80])[C:32](=[O:81])[NH:31][C@@H:30]([CH2:82][C:83]2[CH:88]=[CH:87][CH:86]=[CH:85][CH:84]=2)[C:29](=[O:89])[O:28][CH2:27][C:26](=[O:90])[N:25]([CH3:91])[C@@H:24]([CH2:92][C:93]2[CH:98]=[CH:97][CH:96]=[CH:95][CH:94]=2)[C:23](=[O:99])[NH:22]1)([CH3:10])([CH3:9])[CH3:8]>C1COCC1.C1C=CC([P]([Pd]([P](C2C=CC=CC=2)(C2C=CC=CC=2)C2C=CC=CC=2)([P](C2C=CC=CC=2)(C2C=CC=CC=2)C2C=CC=CC=2)[P](C2C=CC=CC=2)(C2C=CC=CC=2)C2C=CC=CC=2)(C2C=CC=CC=2)C2C=CC=CC=2)=CC=1>[NH2:101][C@@H:14]([CH2:13][S:12][S:11][C:7]([CH3:10])([CH3:8])[CH3:9])[C:15]([NH:16][CH2:17][CH2:18][CH2:19][CH2:20][C@H:21]1[C:50](=[O:51])[N:49]([CH3:52])[C@@H:48]([CH2:53][CH:54]([CH3:56])[CH3:55])[C:47](=[O:57])[NH:46][C@@H:45]([CH2:58][C:59]2[CH:60]=[CH:61][CH:62]=[CH:63][CH:64]=2)[C:44](=[O:65])[N:43]([CH3:66])[CH2:42][C:41](=[O:67])[N:40]([CH3:68])[C@@H:39]([CH2:69][C:70]2[CH:71]=[CH:72][CH:73]=[CH:74][CH:75]=2)[C:38](=[O:76])[NH:37][C@@H:36]([CH3:77])[C:35](=[O:78])[N:34]([CH3:79])[C@@H:33]([CH3:80])[C:32](=[O:81])[NH:31][C@@H:30]([CH2:82][C:83]2[CH:88]=[CH:87][CH:86]=[CH:85][CH:84]=2)[C:29](=[O:89])[O:28][CH2:27][C:26](=[O:90])[N:25]([CH3:91])[C@@H:24]([CH2:92][C:93]2[CH:94]=[CH:95][CH:96]=[CH:97][CH:98]=2)[C:23](=[O:99])[NH:22]1)=[O:100] |^1:116,118,137,156|. Procedure details: Tetrakis(triphenylphosphine)palladium(0) (2.0 mg, 0.002 mmol) and morpholine (5.62 ml, 0.064 mmol) were added to a solution of allyl (R)-3-(tert-butyldisulfanyl)-1-oxo-1-(4-((5S,8S,11S,14S,20S,23S,26S,29S)-5,14,20,29-tetrabenzyl-11-isobutyl-4,10,16,19,23,25,26-heptamethyl-3,6,9,12,15,18,21,24,27,30-decaoxo-1-oxa-4,7,10,13,16,19,22,25,28-nonaazacyclotriacontan-8-yl)butylamino)propan-2-ylcarbamate (Compound 150b) (23.1 mg, 0.016 mmol) in THF (0.16 ml) under a nitrogen atmosphere, and the reaction ... Reaction SMILES: [C:16]([CH3:17])([CH3:18])([CH3:19])[O:20][C:21](=[O:22])[N:23]1[CH:24]([c:31]2[cH:32][n:33][cH:34][cH:35][cH:36]2)[S:25][CH2:26][CH:27]1[C:28](=[O:29])[OH:30].[CH3:37][CH:38]1[CH2:39][CH2:40][NH:41][CH2:42][CH2:43]1.[CH3:59][CH2:60][O:61][C:62](=[O:63])[CH3:64].[CH:1]1([N:2]=[C:3]=[N:4][CH:5]2[CH2:6][CH2:7][CH2:8][CH2:9][CH2:10]2)[CH2:11][CH2:12][CH2:13][CH2:14][CH2:15]1.[O:54]1[CH2:55][CH2:56][CH2:57][CH2:58]1.[OH:44][n:45]1[c:46]2[cH:47][cH:48][cH:49][cH:50][c:51]2[n:52][n:53]1>>[C:16]([CH3:17])([CH3:18])([CH3:19])[O:20][C:21](=[O:22])[N:23]1[CH:24]([c:31]2[cH:32][n:33][cH:34][cH:35][cH:36]2)[S:25][CH2:26][CH:27]1[C:28](=[O:30])[N:41]1[CH2:40][CH2:39][CH:38]([CH3:37])[CH2:43][CH2:42]1. Reactants: CC(C)(C)OC(=O)N1C(C(=O)O)CSC1c1cccnc1, CC1CCNCC1, CCOC(C)=O, C(=NC1CCCCC1)=NC1CCCCC1, C1CCOC1, On1nnc2ccccc21. Yields the product CC1CCN(C(=O)C2CSC(c3cccnc3)N2C(=O)OC(C)(C)C)CC1. Starting materials: CCOC(=O)COc1ccc(Sc2cc(C#Cc3ccccc3)cc(OCCN3CCOCC3)c2)cc1C, CCO, Cl, [Na+], [OH-]. The product is Cc1cc(Sc2cc(C#Cc3ccccc3)cc(OCCN3CCOCC3)c2)ccc1OCC(=O)O. RXN SMILES: [CH2:1]([CH3:2])[O:3][C:4]([CH2:5][O:6][c:7]1[c:8]([CH3:37])[cH:9][c:10]([S:13][c:14]2[cH:15][c:16]([O:28][CH2:29][CH2:30][N:31]3[CH2:32][CH2:33][O:34][CH2:35][CH2:36]3)[cH:17][c:18]([C:20]#[C:21][c:22]3[cH:23][cH:24][cH:25][cH:26][cH:27]3)[cH:19]2)[cH:11][cH:12]1)=[O:38].[CH3:42][CH2:43][OH:44].[ClH:41].[Na+:40].[OH-:39]>>[O:3]=[C:4]([CH2:5][O:6][c:7]1[c:8]([CH3:37])[cH:9][c:10]([S:13][c:14]2[cH:15][c:16]([O:28][CH2:29][CH2:30][N:31]3[CH2:32][CH2:33][O:34][CH2:35][CH2:36]3)[cH:17][c:18]([C:20]#[C:21][c:22]3[cH:23][cH:24][cH:25][cH:26][cH:27]3)[cH:19]2)[cH:11][cH:12]1)[OH:38]. Reactants: O=C([O-])[O-], CN(C)C=O, CS(C)=O, [I-], [K+], [K+], [Na+], O=C(Cc1ccccc1)c1ccc(O)cc1, Cc1ccc(S(=O)(=O)OCC(F)(F)F)cc1. The product is O=C(Cc1ccccc1)c1ccc(OCC(F)(F)F)cc1. Reaction SMILES: [C:17](=[O:18])([O-:19])[O-:20].[CH3:41][N:42]([CH3:43])[CH:44]=[O:45].[CH3:46][S:47](=[O:48])[CH3:49].[I-:24].[K+:21].[K+:22].[Na+:23].[OH:1][c:2]1[cH:3][cH:4][c:5]([C:8](=[O:9])[CH2:10][c:11]2[cH:12][cH:13][cH:14][cH:15][cH:16]2)[cH:6][cH:7]1.[c:25]1([CH3:26])[cH:27][cH:28][c:29]([S:30]([O:31][CH2:35][C:36]([F:37])([F:38])[F:39])(=[O:32])=[O:33])[cH:34][cH:40]1>>[O:1]([c:2]1[cH:3][cH:4][c:5]([C:8](=[O:9])[CH2:10][c:11]2[cH:12][cH:13][cH:14][cH:15][cH:16]2)[cH:6][cH:7]1)[CH2:35][C:36]([F:37])([F:38])[F:39]. Starting materials: C(#N)C1=C(C=CC=C1)C1=CC=C(C=C1)CNC1=C(C(=O)OCC)C=CC=C1[N+](=O)[O-] (ethyl 2-[(2'cyanobiphenyl-4-yl]-methyl]amino-3-nitrobenzoate), stannous dichloride dihydrate. Solvent: C(C)O (ethanol). Reaction conditions: temperature 80 celsius, time 2 hour. Product: NC=1C(=C(C(=O)OCC)C=CC1)NCC1=CC=C(C=C1)C1=C(C=CC=C1)C#N (Ethyl 3-amino-2-[(2'-cyanobiphenyl-4yl) methyl]aminobenzoate). Yield: 75.9%. As a reaction SMILES: [C:1]([C:3]1[CH:8]=[CH:7][CH:6]=[CH:5][C:4]=1[C:9]1[CH:14]=[CH:13][C:12]([CH2:15][NH:16][C:17]2[C:27]([N+:28]([O-])=O)=[CH:26][CH:25]=[CH:24][C:18]=2[C:19]([O:21][CH2:22][CH3:23])=[O:20])=[CH:11][CH:10]=1)#[N:2]>C(O)C>[NH2:28][C:27]1[C:17]([NH:16][CH2:15][C:12]2[CH:13]=[CH:14][C:9]([C:4]3[CH:5]=[CH:6][CH:7]=[CH:8][C:3]=3[C:1]#[N:2])=[CH:10][CH:11]=2)=[C:18]([CH:24]=[CH:25][CH:26]=1)[C:19]([O:21][CH2:22][CH3:23])=[O:20]. Procedure details: To a solution of ethyl 2-[(2'cyanobiphenyl-4-yl]-methyl]amino-3-nitrobenzoate (10.4 g) in ethanol (50 ml) was added stannous dichloride dihydrate (28.1 g) and the mixture was stirred at 80° C for two hours. The solvent was evaporated to dryness. To the ice-cooling mixture of the residue in ethyl acetate (300 ml) was added dropwise 2N NaOH (500 ml) with stirring. The aqueous layer was extracted with ethyl acetate (200 ml×2). The organic layers were combined, washed with water, and dried. The solv... Reactants: C, CN(C)CCN1C(=O)c2ccc3[nH]c4ccc([N+](=O)[O-])cc4c3c2C1=O, CO, [Pd]. Product: CN(C)CCN1C(=O)c2ccc3[nH]c4ccc(N)cc4c3c2C1=O. Reaction SMILES: [C:29].[CH3:1][N:2]([CH2:3][CH2:4][N:5]1[C:6](=[O:7])[c:8]2[cH:9][cH:10][c:11]3[nH:12][c:13]4[cH:14][cH:15][c:16]([N+:23]([O-:24])=[O:25])[cH:17][c:18]4[c:19]3[c:20]2[C:21]1=[O:22])[CH3:26].[CH3:27][OH:28].[Pd:30]>>[CH3:1][N:2]([CH2:3][CH2:4][N:5]1[C:6](=[O:7])[c:8]2[cH:9][cH:10][c:11]3[nH:12][c:13]4[cH:14][cH:15][c:16]([NH2:23])[cH:17][c:18]4[c:19]3[c:20]2[C:21]1=[O:22])[CH3:26].